Dataset: the Open Reaction Database (ORD), a public repository of structured organic reaction records. Task: describe an organic reaction: reactants, conditions, products, and yield The reactants are C[Si](C)(C)Br, OC1CCc2cc(Br)ccc21, ClC(Cl)Cl. The product is Brc1ccc2c(c1)CCC2Br. RXN SMILES: [Br:12][Si:13]([CH3:14])([CH3:15])[CH3:16].[Br:1][c:2]1[cH:3][c:4]2[c:8]([cH:9][cH:10]1)[CH:7]([OH:11])[CH2:6][CH2:5]2.[CH:17]([Cl:18])([Cl:19])[Cl:20]>>[Br:1][c:2]1[cH:3][c:4]2[c:8]([cH:9][cH:10]1)[CH:7]([Br:12])[CH2:6][CH2:5]2. Reactants: O=C([O-])O, CCOC(=O)Cl, ClCCl, [Na+], c1ccn(Nc2ccncc2)c1. Product: CCOC(=O)N(c1ccncc1)n1cccc1. Reaction SMILES: [C:13](=[O:14])([OH:15])[O-:16].[Cl:18][C:19](=[O:20])[O:21][CH2:22][CH3:23].[Cl:24][CH2:25][Cl:26].[Na+:17].[n:1]1([NH:6][c:7]2[cH:8][cH:9][n:10][cH:11][cH:12]2)[cH:2][cH:3][cH:4][cH:5]1>>[n:1]1([N:6]([c:7]2[cH:8][cH:9][n:10][cH:11][cH:12]2)[C:19](=[O:20])[O:21][CH2:22][CH3:23])[cH:2][cH:3][cH:4][cH:5]1. Starting materials: O1[C@H](COC2=C1C=CC=C2)C(=O)N2C[C@H](CCC2)C2=CC(=CC=C2)OC ((R)-2,3-Dihydrobenzo[1,4]dioxin-2-yl-[(R*)-3-(3-methoxyphenyl)piperidin-1-yl]-methanone), B.C1CCOC1 (BH3THF). Yields the product O1[C@H](COC2=C1C=CC=C2)CN2C[C@H](CCC2)C2=CC(=CC=C2)OC ((R*)-1-[(S)-1-(2,3-Dihydrobenzo[1,4]dioxin-2-yl)methyl]-3-(3-methoxyphenyl)piperidine). Yield: 35.0%. As a reaction SMILES: [O:1]1[C:6]2[CH:7]=[CH:8][CH:9]=[CH:10][C:5]=2[O:4][CH2:3][C@@H:2]1[C:11]([N:13]1[CH2:18][CH2:17][CH2:16][C@H:15]([C:19]2[CH:24]=[CH:23][CH:22]=[C:21]([O:25][CH3:26])[CH:20]=2)[CH2:14]1)=O.B.C1COCC1>>[O:1]1[C:6]2[CH:7]=[CH:8][CH:9]=[CH:10][C:5]=2[O:4][CH2:3][C@@H:2]1[CH2:11][N:13]1[CH2:18][CH2:17][CH2:16][C@H:15]([C:19]2[CH:24]=[CH:23][CH:22]=[C:21]([O:25][CH3:26])[CH:20]=2)[CH2:14]1 |f:1.2|. Procedure: (R)-2,3-Dihydrobenzo[1,4]dioxin-2-yl-[(R*)-3-(3-methoxyphenyl)piperidin-1-yl]-methanone (21 mg, 0.059 mmol) was treated with BH3THF according to the above general procedure. Flash chromatography gave 7.0 mg of the title compound. Reactants: C(C)(=O)[O-].[Na+] (sodium acetate), C(C)(=O)O (acetic acid), crude product, C1(=CC=CC=C1)C (toluene), C(=C)C(=O)C (methyl vinyl ketone). Solvent: O (water). Reaction conditions: time 4 hour. The product is C(CC)C1CC2CCC(C=C2CC1)=O (6-propyl-4,4a,5,6,7,8-hexahydro-3H-naphthalen-2-one). As a reaction SMILES: [C:1]1([CH3:7])[CH:6]=[CH:5][CH:4]=[CH:3][CH:2]=1.[CH:8]([C:10]([CH3:12])=[O:11])=[CH2:9].[C:13]([O-])(=O)[CH3:14].[Na+].C(O)(=O)C>O>[CH2:7]([CH:1]1[CH2:6][CH2:5][C:4]2[CH:3]([CH2:9][CH2:8][C:10](=[O:11])[CH:12]=2)[CH2:2]1)[CH2:13][CH3:14] |f:2.3|. Procedure details: 212 g of 4-propylcyclohexanone and 200 ml of pyrrolidine was dissolved in 600 ml of toluene, and the mixture was heated with stirring for 3 hours, and any azeotropically distilled water was removed. Excess pyrrolidine was then removed by azeotropic distillation with toluene, to obtain 1-(4-propylcyclohexa-1-en-1-yl)-pyrrolidine. The crude product was cooled, as is, to room temperature, a further 800 ml of toluene was added, the mixture was cooled in a water bath, and 120 ml of methyl vinyl keton... Starting materials: OB(O)c1ccc(Br)cc1, O=C([O-])[O-], CCO, Cc1ccccc1, Nc1ccccc1I, [Na+], [Na+], O, [Pd], c1ccc(P(c2ccccc2)c2ccccc2)cc1, c1ccc(P(c2ccccc2)c2ccccc2)cc1, c1ccc(P(c2ccccc2)c2ccccc2)cc1, c1ccc(P(c2ccccc2)c2ccccc2)cc1. Product: Nc1ccccc1-c1ccc(Br)cc1. As a reaction SMILES: [Br:1][c:2]1[cH:3][cH:4][c:5]([B:8]([OH:9])[OH:10])[cH:6][cH:7]1.[C:11](=[O:12])([O-:13])[O-:14].[CH3:25][CH2:26][OH:27].[CH3:28][c:29]1[cH:30][cH:31][cH:32][cH:33][cH:34]1.[I:17][c:18]1[c:19]([NH2:20])[cH:21][cH:22][cH:23][cH:24]1.[Na+:15].[Na+:16].[OH2:112].[Pd:35].[c:36]1([P:37]([c:38]2[cH:39][cH:40][cH:41][cH:42][cH:43]2)[c:44]2[cH:45][cH:46][cH:47][cH:48][cH:49]2)[cH:50][cH:51][cH:52][cH:53][cH:54]1.[c:55]1([P:56]([c:57]2[cH:58][cH:59][cH:60][cH:61][cH:62]2)[c:63]2[cH:64][cH:65][cH:66][cH:67][cH:68]2)[cH:69][cH:70][cH:71][cH:72][cH:73]1.[c:74]1([P:75]([c:76]2[cH:77][cH:78][cH:79][cH:80][cH:81]2)[c:82]2[cH:83][cH:84][cH:85][cH:86][cH:87]2)[cH:88][cH:89][cH:90][cH:91][cH:92]1.[c:93]1([P:94]([c:95]2[cH:96][cH:97][cH:98][cH:99][cH:100]2)[c:101]2[cH:102][cH:103][cH:104][cH:105][cH:106]2)[cH:107][cH:108][cH:109][cH:110][cH:111]1>>[Br:1][c:2]1[cH:3][cH:4][c:5](-[c:18]2[c:19]([NH2:20])[cH:21][cH:22][cH:23][cH:24]2)[cH:6][cH:7]1. Starting materials: O1C(CCCC1)N1N=C(C2=CC(=CC=C12)C1=NN(C=N1)C(C1=CC=CC=C1)(C1=CC=CC=C1)C1=CC=CC=C1)C=1C=C(C(=O)OC)C=CC1 (methyl 3-{1-perhydro-2H-pyran-2-yl-5-[1-(triphenylmethyl) (1,2,4-triazol-3-yl)]-1H-indazol-3-yl}benzoate), O.[OH-].[Li+] (lithium hydroxide monohydrate), C1(CC1)CN (cyclopropylmethyl amine), O.ON1N=NC2=C1C=CC=C2 (1-hydroxybenzotriazole hydrate), Cl.CN(CCCN=C=NCC)C (1-(3-dimethylaminopropyl)-3-ethylcarbodiimide hydrochloride). Solvent: O1CCCC1.O (tetrahydrofuran water), O1CCCC1 (tetrahydrofuran). Reaction conditions: temperature 60 celsius, time 67 hour. Product: N1N=CN=C1C=1C=C2C(=NNC2=CC1)C=1C=C(C=CC1)C(=O)NCC1CC1 ([3-(5-(1H-1,2,4-TRIAZOL-5-YL)(1H-INDAZOL-3-YL))PHENYL]-N-(CYCLOPROPYLMETHYL)CARBOXAMIDE). The yield is 100.8%. RXN SMILES: O1CCCCC1[N:7]1[C:15]2[C:10](=[CH:11][C:12]([C:16]3[N:20]=[CH:19][N:18](C(C4C=CC=CC=4)(C4C=CC=CC=4)C4C=CC=CC=4)[N:17]=3)=[CH:13][CH:14]=2)[C:9]([C:40]2[CH:41]=[C:42]([CH:47]=[CH:48][CH:49]=2)[C:43]([O:45]C)=O)=[N:8]1.O.[OH-].[Li+].[CH:53]1([CH2:56][NH2:57])[CH2:55][CH2:54]1.O.ON1C2C=CC=CC=2N=N1.Cl.CN(C)CCCN=C=NCC>O1CCCC1.O1CCCC1.O>[NH:17]1[C:16]([C:12]2[CH:11]=[C:10]3[C:15](=[CH:14][CH:13]=2)[NH:7][N:8]=[C:9]3[C:40]2[CH:41]=[C:42]([C:43]([NH:57][CH2:56][CH:53]3[CH2:55][CH2:54]3)=[O:45])[CH:47]=[CH:48][CH:49]=2)=[N:20][CH:19]=[N:18]1 |f:1.2.3,5.6,7.8,10.11|. Reported procedure: To a stirred solution of methyl 3-{1-perhydro-2H-pyran-2-yl-5-[1-(triphenylmethyl) (1,2,4-triazol-3-yl)]-1H-indazol-3-yl}benzoate (0.431 g, 0.667 mmol) in a tetrahydrofuran/water mixture (2.70 mL/1.62 mL) was added lithium hydroxide monohydrate (0.0840 g, 2.00 mmol) and the mixture heated at 60° C. for 21 h. To this mixture was added tetrahydrofuran (2.00 mL), cyclopropylmethyl amine (0.161 mL, 1.86 mmol), 1-hydroxybenzotriazole hydrate (0.251 g, 1.86 mmol) and 1-(3-dimethylaminopropyl)-3-ethylc...